This data is from the Open Reaction Database (ORD), a public repository of structured organic reaction records. The task is: describe an organic reaction: reactants, conditions, products, and yield Reactants: C(C)(C)(C)OC(NC1=C(C=C(C=C1)I)[N+](=O)[O-])=O ((4-Iodo-2-nitro-phenyl)-carbamic acid tert.-butyl ester), FC1=C(C=CC(=C1)F)B(O)O (2,4-difluorobenzene boronic acid). Yields the product C(C)(C)(C)OC(NC1=C(C=C(C=C1)C1=C(C=C(C=C1)F)F)[N+](=O)[O-])=O ((2′,4′-Difluoro-3-nitro-biphenyl-4-yl)-carbamic acid tert.-butyl ester). RXN SMILES: [C:1]([O:5][C:6](=[O:18])[NH:7][C:8]1[CH:13]=[CH:12][C:11](I)=[CH:10][C:9]=1[N+:15]([O-:17])=[O:16])([CH3:4])([CH3:3])[CH3:2].[F:19][C:20]1[CH:25]=[C:24]([F:26])[CH:23]=[CH:22][C:21]=1B(O)O>>[C:1]([O:5][C:6](=[O:18])[NH:7][C:8]1[CH:13]=[CH:12][C:11]([C:23]2[CH:22]=[CH:21][C:20]([F:19])=[CH:25][C:24]=2[F:26])=[CH:10][C:9]=1[N+:15]([O-:17])=[O:16])([CH3:4])([CH3:3])[CH3:2]. Procedure: Prepared from (4-iodo-2-nitro-phenyl)-carbamic acid tert.-butyl ester (Example A1) and 2,4-difluorobenzene boronic acid according to the general procedure B. Obtained as a yellow solid (3.26 g). The reactants are C1(=CC=CC=C1)CCCC(CCCC1=CC=CC=C1)NC(=O)C1CNCCC1 (piperidine-3-carboxylic acid [4-phenyl-1-(3-phenyl-propyl)-butyl]-amide), O1C(C1)COC(=O)C=1C=C2C=CC=NC2=CC1 (quinoline-6-carboxylic acid oxiranylmethyl ester). The solvent is C(C)(C)O (isopropanol). Conditions: temperature 70 celsius. Product: OC(COC(=O)C=1C=C2C=CC=NC2=CC1)CN1CC(CCC1)C(NC(CCCC1=CC=CC=C1)CCCC1=CC=CC=C1)=O (quinoline-6-carboxylic acid 2-hydroxy-3-{3-[4-phenyl-1-(3-phenyl-propyl)-butylcarbamoyl]-piperidin-1-yl}-propyl ester). Yield: 83.7%. RXN SMILES: [C:1]1([CH2:7][CH2:8][CH2:9][CH:10]([NH:20][C:21]([CH:23]2[CH2:28][CH2:27][CH2:26][NH:25][CH2:24]2)=[O:22])[CH2:11][CH2:12][CH2:13][C:14]2[CH:19]=[CH:18][CH:17]=[CH:16][CH:15]=2)[CH:6]=[CH:5][CH:4]=[CH:3][CH:2]=1.[O:29]1[CH2:31][CH:30]1[CH2:32][O:33][C:34]([C:36]1[CH:37]=[C:38]2[C:43](=[CH:44][CH:45]=1)[N:42]=[CH:41][CH:40]=[CH:39]2)=[O:35]>C(O)(C)C>[OH:29][CH:30]([CH2:31][N:25]1[CH2:26][CH2:27][CH2:28][CH:23]([C:21](=[O:22])[NH:20][CH:10]([CH2:11][CH2:12][CH2:13][C:14]2[CH:19]=[CH:18][CH:17]=[CH:16][CH:15]=2)[CH2:9][CH2:8][CH2:7][C:1]2[CH:2]=[CH:3][CH:4]=[CH:5][CH:6]=2)[CH2:24]1)[CH2:32][O:33][C:34]([C:36]1[CH:37]=[C:38]2[C:43](=[CH:44][CH:45]=1)[N:42]=[CH:41][CH:40]=[CH:39]2)=[O:35]. Procedure: Piperidine-3-carboxylic acid [4-phenyl-1-(3-phenyl-propyl)-butyl]-amide (13) (150 mg; 0.4 mmol) is dissolved in isopropanol (10 mL) at ambient temperature. Quinoline-6-carboxylic acid oxiranylmethyl ester (17) (90.8 mg; 0.4 mmol) is added, then the mixture is heated to 70° C. and maintained for 18 hours. After cooling to ambient temperature, the solution is concentrated in vacuo at 40° C. The residue is purified via silica gel chromatography with gradient elution (1%→20% methanol in methylene ch... Starting materials: OCC1CCCCCCCCCC1 (hydroxymethylcycloundecane), S(=O)(Cl)Cl (thionyl chloride). Yields the product ClCC1CCCCCCCCCC1 (chloromethylcycloundecane). RXN SMILES: O[CH2:2][CH:3]1[CH2:13][CH2:12][CH2:11][CH2:10][CH2:9][CH2:8][CH2:7][CH2:6][CH2:5][CH2:4]1.S(Cl)([Cl:16])=O>>[Cl:16][CH2:2][CH:3]1[CH2:13][CH2:12][CH2:11][CH2:10][CH2:9][CH2:8][CH2:7][CH2:6][CH2:5][CH2:4]1. Procedure details: The starting material 3-cycloundecylpropan-1-ol is obtained as follows: hydroxymethylcycloundecane is reacted with thionyl chloride to give chloromethylcycloundecane, which is reacted with malonic acid diethyl ester in the presence of sodium ethylate to give (cycloundecylmethyl)-malonic acid diethyl ester, which, after saponifying the ester group and decarboxylating the corresponding malonic acid, gives 3-cycloundecylpropionic acid. 3-Cycloundecylpropionic acid is reduced with lithium aluminum h...